Dataset: the Open Reaction Database (ORD), a public repository of structured organic reaction records. Task: describe an organic reaction: reactants, conditions, products, and yield Starting materials: CC#N, NC(Cc1cn(C(c2ccccc2)(c2ccccc2)c2ccccc2)cn1)C(=O)NC(CC1CCCCC1)C(O)C(O)C1CC1, O=C(O)c1nc2ccccc2[nH]1. Yields the product O=C(NC(Cc1cn(C(c2ccccc2)(c2ccccc2)c2ccccc2)cn1)C(=O)NC(CC1CCCCC1)C(O)C(O)C1CC1)c1nc2ccccc2[nH]1. RXN SMILES: [CH3:58][C:59]#[N:60].[NH2:1][CH:2]([C:3](=[O:4])[NH:5][CH:6]([CH:7]([CH:8]([OH:9])[CH:10]1[CH2:11][CH2:12]1)[OH:13])[CH2:14][CH:15]1[CH2:16][CH2:17][CH2:18][CH2:19][CH2:20]1)[CH2:21][c:22]1[n:23][cH:24][n:25]([C:27]([c:28]2[cH:29][cH:30][cH:31][cH:32][cH:33]2)([c:34]2[cH:35][cH:36][cH:37][cH:38][cH:39]2)[c:40]2[cH:41][cH:42][cH:43][cH:44][cH:45]2)[cH:26]1.[n:46]1[c:47]([C:55](=[O:56])[OH:57])[nH:48][c:49]2[c:50]1[cH:51][cH:52][cH:53][cH:54]2>>[NH:1]([CH:2]([C:3](=[O:4])[NH:5][CH:6]([CH:7]([CH:8]([OH:9])[CH:10]1[CH2:11][CH2:12]1)[OH:13])[CH2:14][CH:15]1[CH2:16][CH2:17][CH2:18][CH2:19][CH2:20]1)[CH2:21][c:22]1[n:23][cH:24][n:25]([C:27]([c:28]2[cH:29][cH:30][cH:31][cH:32][cH:33]2)([c:34]2[cH:35][cH:36][cH:37][cH:38][cH:39]2)[c:40]2[cH:41][cH:42][cH:43][cH:44][cH:45]2)[cH:26]1)[C:55]([c:47]1[n:46][c:50]2[c:49]([nH:48]1)[cH:54][cH:53][cH:52][cH:51]2)=[O:56]. The reactants are C(C)(C)(C)OC(=O)N([C@@H](CCC(=O)OC)CO[Si](C)(C)C(C)(C)C)C ((S)-methyl 4-(tert-butoxycarbonyl(methyl)amino)-5-(tert-butyldimethylsilyloxy)pentanoate), N1=CC=CC=C1 (pyridine), C(C)(=O)Cl (acetyl chloride), C1CCOC1 (THF). Conditions: time 1 hour. The product is C(C)(=O)OCCC[C@@H](CO[Si](C)(C)C(C)(C)C)NC(=O)OC(C)(C)C ((S)-4-(tert-butoxycarbonylamino)-5-(tert-butyldimethylsilyloxy)pentyl acetate). Isolated yield 95.0%. RXN SMILES: [C:1]([O:5][C:6]([N:8](C)[C@H:9]([CH2:16][O:17][Si:18]([C:21]([CH3:24])([CH3:23])[CH3:22])([CH3:20])[CH3:19])[CH2:10][CH2:11][C:12](OC)=O)=[O:7])([CH3:4])([CH3:3])[CH3:2].N1C=CC=CC=1.[C:32](Cl)(=[O:34])[CH3:33].C1C[O:39]CC1>>[C:32]([O:34][CH2:12][CH2:11][CH2:10][C@H:9]([NH:8][C:6]([O:5][C:1]([CH3:2])([CH3:4])[CH3:3])=[O:7])[CH2:16][O:17][Si:18]([C:21]([CH3:22])([CH3:23])[CH3:24])([CH3:19])[CH3:20])(=[O:39])[CH3:33]. Procedure: To a solution of (S)-methyl 4-(tert-butoxycarbonyl(methyl)amino)-5-(tert-butyldimethylsilyloxy)pentanoate (111 mmol) and pyridine (150 mL, 1.662 mol) in THF (500 mL) was added acetyl chloride (150 mL, 333.2 mmol) at 0° C. The resulting mixture was stirred at RT for 1 h. The solvent was removed and the remaining residue was diluted with EtOAc. The organic mixture was washed with water and brine, dried over Na2SO4, filtered, and concentrated. The residue was purified on silica gel column to give (... Yield: 60.2%. Run in hexanes, C(Cl)Cl (methylene chloride). Starting materials: ClC(=O)OC (methyl chloroformate), CN(CC(=O)C1=CC=C(C=C1)OC(F)F)C (2-dimethylamino-4'-difluoromethoxyacetophenone), C(C)OCC (diethyl ether). The product is CN(C(=O)OC)CC(=O)C1=CC=C(C=C1)OC(F)F (2-(N-methyl-N-(methoxycarbonyl)amino)-4'-difluoromethoxyacetophenone). Procedure details: To 16.8 g (73 mmole) of 2-dimethylamino-4'-difluoromethoxyacetophenone in 100 ml of methylene chloride cooled to 0° C. was added 7.6 g (81 mmole) of methyl chloroformate. After the addition was complete the reaction mixture was allowed to warm to 20° C. and stirred overnight. Concentration in vacuo, partitioning between diethyl ether and 1M aqueous hydrochloric acid, washing with brine, drying over anhydrous magnesium sulfate, and reconcentration in vacuo gave a crude oil. Chromatography of this... Reaction SMILES: [CH3:1][N:2](C)[CH2:3][C:4]([C:6]1[CH:11]=[CH:10][C:9]([O:12][CH:13]([F:15])[F:14])=[CH:8][CH:7]=1)=[O:5].Cl[C:18]([O:20][CH3:21])=[O:19].C(OCC)C>C(Cl)Cl>[CH3:1][N:2]([CH2:3][C:4]([C:6]1[CH:11]=[CH:10][C:9]([O:12][CH:13]([F:14])[F:15])=[CH:8][CH:7]=1)=[O:5])[C:18]([O:20][CH3:21])=[O:19]. Run at temperature 20 celsius, time 8 hour. The reactants are ClC=1C=CC=2CN(CCOC2N1)C(=O)OC(C)(C)C (tert-butyl 8-chloro-2,3-dihydropyrido[3,2-f][1,4]oxazepine-4(5H)-carboxylate), CC([C@@H](C)O)C ((2R)-3-methylbutan-2-ol), [H-].[Na+] (sodium hydride), O (water). Reagents/catalysts: C=1C=CC(=CC1)/C=C/C(=O)/C=C/C2=CC=CC=C2.C=1C=CC(=CC1)/C=C/C(=O)/C=C/C2=CC=CC=C2.C=1C=CC(=CC1)/C=C/C(=O)/C=C/C2=CC=CC=C2.[Pd].[Pd] (Pd2(dba)3), C=1C=CC(=CC1)P(C=2C=CC=CC2)C3=CC=C4C=CC=CC4=C3C5=C6C=CC=CC6=CC=C5P(C=7C=CC=CC7)C=8C=CC=CC8 (BINAP). Solvent: C1(=CC=CC=C1)C (toluene), C1(=CC=CC=C1)C (toluene). Conditions: temperature 70 celsius, time 15 minute. The product is C[C@H](C(C)C)OC=1C=CC=2CN(CCOC2N1)C(=O)OC(C)(C)C (tert-butyl 8-{[(1R)-1,2-dimethylpropyl]oxy}-2,3-dihydropyrido[3,2-f][1,4]oxazepine-4(5H)-carboxylate). The yield is 65.0%. RXN SMILES: [CH3:1][CH:2]([CH3:6])[C@H:3]([OH:5])[CH3:4].[H-].[Na+].Cl[C:10]1[CH:11]=[CH:12][C:13]2[CH2:14][N:15]([C:21]([O:23][C:24]([CH3:27])([CH3:26])[CH3:25])=[O:22])[CH2:16][CH2:17][O:18][C:19]=2[N:20]=1.O>C1(C)C=CC=CC=1.C1C=CC(/C=C/C(/C=C/C2C=CC=CC=2)=O)=CC=1.C1C=CC(/C=C/C(/C=C/C2C=CC=CC=2)=O)=CC=1.C1C=CC(/C=C/C(/C=C/C2C=CC=CC=2)=O)=CC=1.[Pd].[Pd].C1C=CC(P(C2C(C3C(P(C4C=CC=CC=4)C4C=CC=CC=4)=CC=C4C=3C=CC=C4)=C3C(C=CC=C3)=CC=2)C2C=CC=CC=2)=CC=1>[CH3:4][C@@H:3]([O:5][C:10]1[CH:11]=[CH:12][C:13]2[CH2:14][N:15]([C:21]([O:23][C:24]([CH3:27])([CH3:26])[CH3:25])=[O:22])[CH2:16][CH2:17][O:18][C:19]=2[N:20]=1)[CH:2]([CH3:6])[CH3:1] |f:1.2,6.7.8.9.10|. Reported procedure: To a solution of (2R)-3-methylbutan-2-ol (0.38 mL) in toluene (8 mL) was added sodium hydride (0.28 g), and the resulting mixture was stirred at 70° C. for 15 min under a nitrogen atmosphere. A mixture of tert-butyl 8-chloro-2,3-dihydropyrido[3,2-f][1,4]oxazepine-4(5H)-carboxylate (1.0 g), BINAP (0.066 g), Pd2(dba)3 (0.048 g) and toluene (8 mL) was added, and the resulting mixture was stirred at 100° C. for 2 hr under an argon atmosphere. The reaction solution was poured into water, and the resu...